From a dataset of the Open Reaction Database (ORD), a public repository of structured organic reaction records. describe an organic reaction: reactants, conditions, products, and yield The reactants are methyl and ethyl esters, C(C)(=O)O (acetic acid), C(=O)(OCC)C1(C(CCCC1)=O)CCCCCCC(=O)[O-] (7-(2-carbethoxycyclohexan-1-on-2-yl)heptanoate), S(O)(O)(=O)=O (sulfuric acid). Run in O (water). Product: C1(C(CCCC1)CCCCCCC(=O)O)=O (7-(cyclohexan- 1-on-2-yl)heptanoic acid). RXN SMILES: C([C:6]1([CH2:13][CH2:14][CH2:15][CH2:16][CH2:17][CH2:18][C:19]([O-:21])=[O:20])[CH2:11][CH2:10][CH2:9][CH2:8][C:7]1=[O:12])(OCC)=O.S(=O)(=O)(O)O.C(O)(=O)C>O>[C:7]1(=[O:12])[CH2:8][CH2:9][CH2:10][CH2:11][CH:6]1[CH2:13][CH2:14][CH2:15][CH2:16][CH2:17][CH2:18][C:19]([OH:21])=[O:20]. Reported procedure: A stirred mixture of 380 g. of mixed methyl and ethyl esters of 7-(2-carbethoxycyclohexan-1-on-2-yl)heptanoate (Example 10), 202 ml. of concentrated sulfuric acid, 970 ml. of glacial acetic acid, and 970 ml. of water is refluxed for 22.5 hours. The cooled reaction mixture is treated with 380 g. of sodium carbonate and 2 liters of water and is extracted with ether. Acidic material is partitioned from the ether extract with 1.0 M sodium carbonate. The aqueous phase is acidified with concentrated h...